This data is from the Open Reaction Database (ORD), a public repository of structured organic reaction records. The task is: describe an organic reaction: reactants, conditions, products, and yield Reactants: CC(C)C[Al+]CC(C)C, CCOC(=O)c1cnoc1-c1ccc(Cl)c(F)c1, Cl, [H-], C1CCOC1. The product is OCc1cnoc1-c1ccc(Cl)c(F)c1. Reaction SMILES: [CH2:20]([Al+:21][CH2:22][CH:23]([CH3:24])[CH3:25])[CH:26]([CH3:27])[CH3:28].[Cl:1][c:2]1[c:3]([F:18])[cH:4][c:5](-[c:8]2[c:9]([C:13](=[O:14])[O:15][CH2:16][CH3:17])[cH:10][n:11][o:12]2)[cH:6][cH:7]1.[ClH:29].[H-:19].[O:30]1[CH2:31][CH2:32][CH2:33][CH2:34]1>>[Cl:1][c:2]1[c:3]([F:18])[cH:4][c:5](-[c:8]2[c:9]([CH2:13][OH:14])[cH:10][n:11][o:12]2)[cH:6][cH:7]1. Reactants: OC[C@@H]1CCC(N1)=O ((S)-5-hydroxymethylpyrrolidin-2-one), BrC1=CC(=C(C=C1)C(=O)N1CCN(CC1)C1=NC=C(C=C1C)C1CC1)F ((4-bromo-2-fluorophenyl)[4-(5-cyclopropyl-3-methylpyridin-2-yl)piperazin-1-yl]methanone). Yields the product C1(CC1)C=1C=C(C(=NC1)N1CCN(CC1)C(=O)C1=C(C=C(C=C1)N1C(CC[C@H]1CO)=O)F)C ((S)-1-{4-[4-(5-cyclopropyl-3-methylpyridin-2-yl)piperazine-1-carbonyl]-3-fluorophenyl}-5-hydroxymethylpyrrolidin-2-one). Isolated yield 8.0%. RXN SMILES: [OH:1][CH2:2][C@H:3]1[NH:7][C:6](=[O:8])[CH2:5][CH2:4]1.Br[C:10]1[CH:15]=[CH:14][C:13]([C:16]([N:18]2[CH2:23][CH2:22][N:21]([C:24]3[C:29]([CH3:30])=[CH:28][C:27]([CH:31]4[CH2:33][CH2:32]4)=[CH:26][N:25]=3)[CH2:20][CH2:19]2)=[O:17])=[C:12]([F:34])[CH:11]=1>>[CH:31]1([C:27]2[CH:28]=[C:29]([CH3:30])[C:24]([N:21]3[CH2:20][CH2:19][N:18]([C:16]([C:13]4[CH:14]=[CH:15][C:10]([N:7]5[C@H:3]([CH2:2][OH:1])[CH2:4][CH2:5][C:6]5=[O:8])=[CH:11][C:12]=4[F:34])=[O:17])[CH2:23][CH2:22]3)=[N:25][CH:26]=2)[CH2:32][CH2:33]1. Procedure details: Using (S)-5-hydroxymethylpyrrolidin-2-one (127 mg) and (4-bromo-2-fluorophenyl)[4-(5-cyclopropyl-3-methylpyridin-2-yl)piperazin-1-yl]methanone (418 mg) described in Preparation Example 121 and by the reaction and treatment in the same manner as in Example 1, the title compound (36 mg) was obtained. The reactants are ClC1=C(C=C(COC=2C=C(C=CC2)CCC(=O)O)C=C1)OC(F)(F)F (3-(3-(4-Chloro-3-(trifluoromethoxy)benzyloxy)phenyl)-propanoic acid), COC=1C=C(C=CC1)B(O)O (3-methoxyphenylboronic acid). Product: COC=1C=C(C=CC1)C1=C(C=C(C=C1)COC=1C=C(C=CC1)CCC(=O)O)OC(F)(F)F (3-[3-(3′-Methoxy-2-trifluoromethoxy-biphenyl-4-ylmethoxy)-phenyl]-propionic acid). Reaction SMILES: Cl[C:2]1[CH:20]=[CH:19][C:5]([CH2:6][O:7][C:8]2[CH:9]=[C:10]([CH2:14][CH2:15][C:16]([OH:18])=[O:17])[CH:11]=[CH:12][CH:13]=2)=[CH:4][C:3]=1[O:21][C:22]([F:25])([F:24])[F:23].[CH3:26][O:27][C:28]1[CH:29]=[C:30](B(O)O)[CH:31]=[CH:32][CH:33]=1>>[CH3:26][O:27][C:28]1[CH:33]=[C:32]([C:2]2[CH:20]=[CH:19][C:5]([CH2:6][O:7][C:8]3[CH:9]=[C:10]([CH2:14][CH2:15][C:16]([OH:18])=[O:17])[CH:11]=[CH:12][CH:13]=3)=[CH:4][C:3]=2[O:21][C:22]([F:25])([F:24])[F:23])[CH:31]=[CH:30][CH:29]=1. Procedure details: Compound 37 was synthesized using the procedure above for preparing 13.3 using compound 37.3 and 3-methoxyphenylboronic acid 37.4 (available from Aldrich). MS ESI (neg.) m/e: 445 (M−H). 1H NMR (400 MHz, CD3CN) δ ppm 7.51 (3H, s), 7.38 (1H, s), 7.22 (1H, s), 7.05 (2H, s), 6.98 (1H, s), 6.87 (3H, s), 5.15 (2H, s), 3.81 (3H, s), 2.86 (2H, s), 2.59 (2H, s). Starting materials: CC(C)(C)COc1ccc([N+](=O)[O-])cc1Br, CCO, [Cl-], [Fe], [NH4+], O. Product: CC(C)(C)COc1ccc(N)cc1Br. Reaction SMILES: [Br:4][c:5]1[cH:6][c:7]([N+:17]([O-:18])=[O:19])[cH:8][cH:9][c:10]1[O:11][CH2:12][C:13]([CH3:14])([CH3:15])[CH3:16].[CH3:21][CH2:22][OH:23].[Cl-:1].[Fe:20].[NH4+:2].[OH2:3]>>[Br:4][c:5]1[cH:6][c:7]([NH2:17])[cH:8][cH:9][c:10]1[O:11][CH2:12][C:13]([CH3:14])([CH3:15])[CH3:16]. Reactants: ClC1=C(C(=O)O)C=CC=N1 (2-chloronicotinic acid), BrC=1C=C2CCCNC2=C(C1)Br (6,8-dibromo-1,2,3,4-tetrahydroquinoline), S(=O)(Cl)Cl (thionyl chloride), [N-]=C=S.[NH4+] (ammonium isothiocyanate). Run in CC(=O)C (acetone), CN(C)C=O (DMF), CC(=O)C (acetone). The product is O.N1(CCCC2=CC=CC=C12)C=1SC2=C(C(N1)=O)C=CC=N2 (2-(1,2,3,4-tetrahydroquinolin-1-yl)-4H-pyrido[3,2-e]-1,3-thiazin-4-one monohydrate). The yield is 84.3%. Reaction SMILES: Cl[C:2]1[N:10]=[CH:9][CH:8]=[CH:7][C:3]=1[C:4]([OH:6])=[O:5].S(Cl)(Cl)=O.[N-:15]=[C:16]=[S:17].[NH4+].Br[C:20]1[CH:21]=[C:22]2[C:27](=[C:28](Br)[CH:29]=1)[NH:26][CH2:25][CH2:24][CH2:23]2>CC(C)=O.CN(C=O)C>[OH2:5].[N:26]1([C:16]2[S:17][C:2]3[N:10]=[CH:9][CH:8]=[CH:7][C:3]=3[C:4](=[O:6])[N:15]=2)[C:27]2[C:22](=[CH:21][CH:20]=[CH:29][CH:28]=2)[CH2:23][CH2:24][CH2:25]1 |f:2.3,7.8|. Reported procedure: The reaction procedure of Example 57 was followed except that 1.339 g (8.5 mmol) of 2-chloronicotinic acid, 13 ml of thionyl chloride, two droplets of DMF, 680 mg of ammonium isothiocyanate, 13 ml of acetone, 2.473 g of 6,8-dibromo-1,2,3,4-tetrahydroquinoline and 8 ml of acetone were used. The product was then recrystallized from a mixture of ethanol and hexane to obtain 2.244 g of 2-(1,2,3,4-tetrahydroquinolin-1-yl)-4H-pyrido[3,2-e]-1,3-thiazin-4-one monohydrate.